From a dataset of the Open Reaction Database (ORD), a public repository of structured organic reaction records. describe an organic reaction: reactants, conditions, products, and yield The reactants are Cl.COC=1C=C(CCNC(C(=O)C2=CC=CC=C2)OCC2=CC=CC=C2)C=CC1OC (α-(3,4-dimethoxyphenethylamino)-2-benzyloxyacetophenone hydrochloride), [BH4-].[Na+] (sodium borohydride). Solvent: C(C)O (ethanol). Yields the product Cl.COC=1C=C(CCNCC(C2=C(C=CC=C2)OCC2=CC=CC=C2)O)C=CC1OC (α-(3,4-dimethoxyphenethylaminomethyl)-2-benzyloxybenzylalcohol hydrochloride). The yield is 165.9%. RXN SMILES: [ClH:1].[CH3:2][O:3][C:4]1[CH:5]=[C:6]([CH:27]=[CH:28][C:29]=1[O:30][CH3:31])[CH2:7][CH2:8][NH:9][CH:10](OCC1C=CC=CC=1)[C:11]([C:13]1[CH:18]=[CH:17][CH:16]=[CH:15][CH:14]=1)=[O:12].[BH4-].[Na+]>C(O)C>[ClH:1].[CH3:2][O:3][C:4]1[CH:5]=[C:6]([CH:27]=[CH:28][C:29]=1[O:30][CH3:31])[CH2:7][CH2:8][NH:9][CH2:10][CH:11]([OH:12])[C:13]1[CH:14]=[CH:15][CH:16]=[CH:17][C:18]=1[O:12][CH2:11][C:13]1[CH:18]=[CH:17][CH:16]=[CH:15][CH:14]=1 |f:0.1,2.3,5.6|. Procedure details: 3 g of α-(3,4-dimethoxyphenethylamino)-2-benzyloxyacetophenone hydrochloride, 0.7 g of sodium borohydride and 30 ml of ethanol are treated in the same manner as described in Example 1-(b). 2.5 g of α-(3,4-dimethoxyphenethylaminomethyl)-2-benzyloxybenzylalcohol hydrochloride are obtained. M.P. 115° - 117° C.(recrystallized from a mixture of ethanol and ether). The product is COC(=O)c1ccc(-c2cccc(NN=C3C(=O)N(c4ccc5c(c4)CCCC5)N=C3C)c2O)o1. Reactants: O=C([O-])O, COC(=O)c1ccc(-c2cccc(N)c2O)o1, CC1=NN(c2ccc3c(c2)CCCC3)C(=O)C1, Cl, O=N[O-], [Na+], [Na+]. As a reaction SMILES: [C:39](=[O:40])([OH:41])[O-:42].[CH3:1][O:2][C:3](=[O:4])[c:5]1[o:6][c:7](-[c:10]2[c:11]([OH:17])[c:12]([NH2:16])[cH:13][cH:14][cH:15]2)[cH:8][cH:9]1.[CH3:22][C:23]1=[N:27][N:26]([c:28]2[cH:29][c:30]3[c:35]([cH:36][cH:37]2)[CH2:34][CH2:33][CH2:32][CH2:31]3)[C:25](=[O:38])[CH2:24]1.[ClH:44].[N:18]([O-:19])=[O:20].[Na+:21].[Na+:43]>>[CH3:1][O:2][C:3](=[O:4])[c:5]1[o:6][c:7](-[c:10]2[c:11]([OH:17])[c:12]([NH:16][N:18]=[C:24]3[C:23]([CH3:22])=[N:27][N:26]([c:28]4[cH:29][c:30]5[c:35]([cH:36][cH:37]4)[CH2:34][CH2:33][CH2:32][CH2:31]5)[C:25]3=[O:38])[cH:13][cH:14][cH:15]2)[cH:8][cH:9]1.